From a dataset of the Open Reaction Database (ORD), a public repository of structured organic reaction records. describe an organic reaction: reactants, conditions, products, and yield Reactants: COC(=O)c1ccccc1N, C=O, CC(=O)O, CCO, [H][H]. Yields the product CNc1ccccc1C(=O)OC. RXN SMILES: [C:1]([c:2]1[c:3]([NH2:4])[cH:5][cH:6][cH:7][cH:8]1)(=[O:9])[O:10][CH3:11].[CH2:16]=[O:17].[CH3:12][C:13](=[O:14])[OH:15].[CH3:20][CH2:21][OH:22].[H:18][H:19]>>[C:1]([c:2]1[c:3]([NH:4][CH3:12])[cH:5][cH:6][cH:7][cH:8]1)(=[O:9])[O:10][CH3:11]. Starting materials: C(CCC)[Li] (Butyl lithium), BrC=1C(=NC(=C(C1)CC)OC)C (3-bromo-5-ethyl-6-methoxy-2-methylpyridine), C(#N)C=1C=C(C=O)C=CC1 (3-cyanobenzaldehyde). The solvent is O1CCCC1 (tetrahydrofuran). Reaction conditions: temperature -50 celsius, time 1 hour. The product is C(C)C=1C=C(C(=NC1OC)C)C(C=1C=C(C#N)C=CC1)O (3-[(5-ethyl-6-methoxy-2-methylpyridin3-yl)hydroxymethyl]benzonitrile). Isolated yield 56.2%. Reaction SMILES: C([Li])CCC.Br[C:7]1[C:8]([CH3:17])=[N:9][C:10]([O:15][CH3:16])=[C:11]([CH2:13][CH3:14])[CH:12]=1.[C:18]([C:20]1[CH:21]=[C:22]([CH:25]=[CH:26][CH:27]=1)[CH:23]=[O:24])#[N:19]>O1CCCC1>[CH2:13]([C:11]1[CH:12]=[C:7]([CH:23]([OH:24])[C:22]2[CH:21]=[C:20]([CH:27]=[CH:26][CH:25]=2)[C:18]#[N:19])[C:8]([CH3:17])=[N:9][C:10]=1[O:15][CH3:16])[CH3:14]. Procedure: Butyl lithium (2.5M in hexane, 2.09 mL, 5.22 mmol) is added to a solution of 3-bromo-5-ethyl-6-methoxy-2-methylpyridine (1.0 g, 4.35 mmol) in tetrahydrofuran (10 mL) cooled to −50° C. and the reaction mixture is stirred for 45 min after which 3-cyanobenzaldehyde (0.71 g, 5.44 mmol) is added in two portions. After 1 hr at −50° C., the dry ice/acetone bath is removed, the reaction is warmed to room temperature, quenched with sat. aq ammonium chloride (30 mL) and extracted with ether (40 mL). The e... The reactants are CC1=CC(=CC=C1)C[C@H](C(=O)O)N (D-3-methylphenylalanine), Cl (HCl), C(C)(=O)O (acetic acid), N(=O)[O-].[Na+] (sodium nitrite). Solvent: C(C)(=O)[O-].[Na+] (sodium acetate), O (water). Reaction conditions: time 30 minute. The product is O[C@@H](C(=O)O)CC1=CC(=CC=C1)C ((R)-2-hydroxy-3-(3-methylphenyl)-propionic acid). RXN SMILES: [CH3:1][C:2]1[CH:7]=[CH:6][CH:5]=[C:4]([CH2:8][C@@H:9](N)[C:10]([OH:12])=[O:11])[CH:3]=1.Cl.C(O)(=[O:17])C.N([O-])=O.[Na+]>C([O-])(=O)C.[Na+].O>[OH:17][C@H:9]([CH2:8][C:4]1[CH:5]=[CH:6][CH:7]=[C:2]([CH3:1])[CH:3]=1)[C:10]([OH:12])=[O:11] |f:3.4,5.6|. Procedure: To a solution of D-3-methylphenylalanine.HCl (5.5 g, 25.5 mmol) and acetic acid (13.0 mL) in 0.04 M aqueous sodium acetate (750 mL) is added a solution of sodium nitrite (5.28 g, 76.5 mmol) in water (12.5 mL) dropwise, over 30 min, and the solution is allowed to stir for 3 h. This solution is then saturated with NaCl, and extracted with EtOAc (3×150 mL). The combined organic layers are washed with brine (3×150 mL), dried (MgSO4) and evaporated to yield (R)-2-hydroxy-3-(3-methylphenyl)-propionic ... Starting materials: CC(C#C)(C)NC(C1=CC=C(C=C1)Cl)=O (N-(3-methylbutyn-3-yl)-4-chlorobenzamide). The reagents and catalysts are [Cu]Cl (copper(I) chloride). Solvent: C(C)(=O)OCCCC (n-butyl acetate). Reaction conditions: temperature 95 celsius. Yields the product ClC1=CC=C(C=C1)C=1OC(C(N1)(C)C)=C (2-(4-chlorophenyl)-4,4-dimethyl-5-methyleneoxazoline). Isolated yield 100.2%. As a reaction SMILES: [CH3:1][C:2]([NH:6][C:7](=[O:15])[C:8]1[CH:13]=[CH:12][C:11]([Cl:14])=[CH:10][CH:9]=1)([CH3:5])[C:3]#[CH:4]>[Cu]Cl.C(OCCCC)(=O)C>[Cl:14][C:11]1[CH:12]=[CH:13][C:8]([C:7]2[O:15][C:3](=[CH2:4])[C:2]([CH3:1])([CH3:5])[N:6]=2)=[CH:9][CH:10]=1. Procedure details: A round bottom flask was charged with N-(3-methylbutyn-3-yl)-4-chlorobenzamide (4.5 g, 19.09 mmol), copper(I) chloride (9.5 mg, 0.5 mol %), and n-butyl acetate (20 mL). The resulting mixture was heated to 95° C. for 4 h, then cooled to room temperature. The reaction was washed with 1 M hydrochloric acid solution and with water. The organic layer was dried over anhydrous sodium sulfate. The solvent was removed by evaporation under reduced pressure, and the residue was dried in a vacuum oven to af... Starting materials: ClC1=C(C(=CC=C1)F)NC=1NC2=C(N1)C=C(C1=C2CC(O1)(C)C)C(=O)O (2-[(2-chloro-6-fluorophenyl)amino]-7,7-dimethyl-7,8-dihydro-1H-furo[3,2-e]benzimidazole-5-carboxylic acid), CCN(C(C)C)C(C)C (DIPEA), S(=O)(Cl)Cl (thionyl chloride), C1(CC1)C=1C=CC(=C(N)C1)F (5-cyclopropyl-2-fluoroaniline). Run in C1CCOC1 (THF). Yields the product ClC1=C(C(=CC=C1)F)NC1=NC2=C(N1)C=1CC(OC1C(=C2)C(=O)NC2=C(C=CC(=C2)C2CC2)F)(C)C (2-((2-Chloro-6-fluorophenyl)amino)-N-(5-cyclopropyl-2-fluorophenyl)-7,7-dimethyl-7,8-dihydro-1H-benzofuro[4,5-d]imidazole-5-carboxamide). The yield is 22.1%. As a reaction SMILES: [Cl:1][C:2]1[CH:7]=[CH:6][CH:5]=[C:4]([F:8])[C:3]=1[NH:9][C:10]1[NH:11][C:12]2[C:18]3[CH2:19][C:20]([CH3:23])([CH3:22])[O:21][C:17]=3[C:16]([C:24](O)=[O:25])=[CH:15][C:13]=2[N:14]=1.S(Cl)(Cl)=O.[CH:31]1([C:34]2[CH:35]=[CH:36][C:37]([F:41])=[C:38]([CH:40]=2)[NH2:39])[CH2:33][CH2:32]1.CCN(C(C)C)C(C)C>C1COCC1>[Cl:1][C:2]1[CH:7]=[CH:6][CH:5]=[C:4]([F:8])[C:3]=1[NH:9][C:10]1[NH:11][C:12]2[C:18]3[CH2:19][C:20]([CH3:23])([CH3:22])[O:21][C:17]=3[C:16]([C:24]([NH:39][C:38]3[CH:40]=[C:34]([CH:31]4[CH2:32][CH2:33]4)[CH:35]=[CH:36][C:37]=3[F:41])=[O:25])=[CH:15][C:13]=2[N:14]=1. Procedure: The title compound was prepared by following the procedure as described for Example-108 using 2-[(2-chloro-6-fluorophenyl)amino]-7,7-dimethyl-7,8-dihydro-1H-furo[3,2-e]benzimidazole-5-carboxylic acid (Intermediate-15, 0.150 g, 0.400 mmol), thionyl chloride (2.0 mL), 5-cyclopropyl-2-fluoroaniline (Intermediate-47, 0.090 g, 0.600 mmol), THF (5.0 mL) and DIPEA (2 mL). The obtained crude product was purified by column chromatography on basic alumina eluting with 0.7-1.0% MeOH:DCM to afford 0.045 g o... Reactants: NC1=CC=C(C=C1)CC(=O)O (4-amino-phenylacetic acid), C=1(C(=CC=CC1)N=C=O)C (o-tolyl isocyanate). Yields the product C1(=C(C=CC=C1)NC(NC1=CC=C(C=C1)CC(=O)O)=O)C (4-o-Tolylureidophenylacetic acid). As a reaction SMILES: [NH2:1][C:2]1[CH:7]=[CH:6][C:5]([CH2:8][C:9]([OH:11])=[O:10])=[CH:4][CH:3]=1.[C:12]1([CH3:21])[C:13]([N:18]=[C:19]=[O:20])=[CH:14][CH:15]=[CH:16][CH:17]=1>>[C:12]1([CH3:21])[CH:17]=[CH:16][CH:15]=[CH:14][C:13]=1[NH:18][C:19](=[O:20])[NH:1][C:2]1[CH:3]=[CH:4][C:5]([CH2:8][C:9]([OH:11])=[O:10])=[CH:6][CH:7]=1. Reported procedure: 4-o-Tolylureidophenylacetic acid was prepared using procedure C with 4-amino-phenylacetic acid and o-tolyl isocyanate: 1H NMR (CD3SOCD3, 300 MHz, ppm) 8.97 (s, 1H), 7.88 (s, 1H), 7.83 (d, 1H), 7.38 (d, 2H), 7.17-7.09 (m, 4H), 6.92 (t, 1H), 3.48 (s, 2H), 2.23 (s, 3H); m/z 285. Starting materials: NC=CC1=CC=CC=C1 (aminostyrene), C1(CCCCC1)N=C=NC1CCCCC1 (N.N' - dicyclohexylcarbodiimide), C([C@H](C(=O)O)O)O (D-glyceric acid). Run in C(C)#N (acetonitrile). The product is C1(CCCCC1)NC(=O)NC1CCCCC1 (N.N' - dicyclohexylurea). Reaction SMILES: C(O)[C@@H](O)C(O)=[O:4].NC=CC1C=CC=CC=1.[CH:17]1([N:23]=[C:24]=[N:25][CH:26]2[CH2:31][CH2:30][CH2:29][CH2:28][CH2:27]2)[CH2:22][CH2:21][CH2:20][CH2:19][CH2:18]1>C(#N)C>[CH:26]1([NH:25][C:24]([NH:23][CH:17]2[CH2:18][CH2:19][CH2:20][CH2:21][CH2:22]2)=[O:4])[CH2:31][CH2:30][CH2:29][CH2:28][CH2:27]1. Reported procedure: To a solution (cooled to 0° C) of 5.3 g (0.05 mole) D-glyceric acid in 150 ml of acetonitrile, there was added 8.9 g (0,075 mole) β - aminostyrene and 10.3 g (0.05 mole) N.N' - dicyclohexylcarbodiimide. A precipitate of N.N' - dicyclohexylurea is formed immediately, but the reaction was allowed to proceed for 15 hours at room temperature. After filtration and removal of the acetonitrile by distillation under reduced pressure, the residue was taken up in ethyl acetate and extracted with HCl, bica... Starting materials: ClC1(C(C1C)(C#N)C1=CC=CC=C1)Cl (2,2-dichloro-3-methyl-1-phenylcyclopropane carbonitrile), [H-].C(C(C)C)[Al+]CC(C)C (diisobutylaluminium hydride), [Cl-].[NH4+] (ammonium chloride), solution, [H-].C(C(C)C)[Al+]CC(C)C (diisobutylaluminium hydride), S(O)(O)(=O)=O (sulfuric acid). Run in C1=CC=CC=C1 (benzene), C1(=CC=CC=C1)C (toluene), CO (methanol). Run at time 24 hour. The product is ClC1(C(C1C)(C=O)C1=CC=CC=C1)Cl (2,2-dichloro-3-methyl-1-phenylcyclopropanecarbaldehyde). Yield: 60.0%. As a reaction SMILES: [Cl:1][C:2]1([Cl:14])[CH:4]([CH3:5])[C:3]1([C:8]1[CH:13]=[CH:12][CH:11]=[CH:10][CH:9]=1)[C:6]#N.[H-].C([Al+]CC(C)C)C(C)C.[Cl-].[NH4+].S(=O)(=O)(O)[OH:28]>C1C=CC=CC=1.C1(C)C=CC=CC=1.CO>[Cl:1][C:2]1([Cl:14])[CH:4]([CH3:5])[C:3]1([C:8]1[CH:13]=[CH:12][CH:11]=[CH:10][CH:9]=1)[CH:6]=[O:28] |f:1.2,3.4|. Procedure: 7.5 g (0.033 mol) of 2,2-dichloro-3-methyl-1-phenylcyclopropane carbonitrile were dissolved in 70 ml of dry benzene, and cooled with ice. To the resulting solution were dropwise added 25 ml of a 25% solution of diisobutylaluminium hydride in toluene in nitrogen atmosphere. The reaction mixture was stirred in nitrogen atmosphere at room temperature for 24 hours, and then further stirred at 35° C. for 5 hours. The reaction solution was cooled with ice, and admixed with 20 ml of methanol to decompo... The reactants are C(C)(C)(C)OC(NCC=1N(C(C2=CC=C(C=C2C1C=1SC=CC1)OCC1=CC=CC=C1)=O)CC(C)C)=O (tert-butyl[6-(benzyloxy)-2-isobutyl-1-oxo-4-(2-thienyl)-1,2-dihydro-3-isoquinolinyl]methylcarbamate). The reagents and catalysts are [C].[Pd] (palladium carbon). The solvent is C(C)O (ethanol), O1CCCC1 (tetrahydrofuran). Reaction conditions: time 2 hour. The product is C(C)(C)(C)OC(NCC=1N(C(C2=CC=C(C=C2C1C=1SC=CC1)O)=O)CC(C)C)=O (tert-butyl[6-hydroxy-2-isobutyl-1-oxo-4-(2-thienyl)-1,2-dihydro-3-isoquinolinyl]methylcarbamate). Yield: 95.7%. As a reaction SMILES: [C:1]([O:5][C:6](=[O:37])[NH:7][CH2:8][C:9]1[N:10]([CH2:33][CH:34]([CH3:36])[CH3:35])[C:11](=[O:32])[C:12]2[C:17]([C:18]=1[C:19]1[S:20][CH:21]=[CH:22][CH:23]=1)=[CH:16][C:15]([O:24]CC1C=CC=CC=1)=[CH:14][CH:13]=2)([CH3:4])([CH3:3])[CH3:2]>C(O)C.O1CCCC1.[C].[Pd]>[C:1]([O:5][C:6](=[O:37])[NH:7][CH2:8][C:9]1[N:10]([CH2:33][CH:34]([CH3:35])[CH3:36])[C:11](=[O:32])[C:12]2[C:17]([C:18]=1[C:19]1[S:20][CH:21]=[CH:22][CH:23]=1)=[CH:16][C:15]([OH:24])=[CH:14][CH:13]=2)([CH3:4])([CH3:3])[CH3:2] |f:3.4|. Procedure details: A suspension of tert-butyl[6-(benzyloxy)-2-isobutyl-1-oxo-4-(2-thienyl)-1,2-dihydro-3-isoquinolinyl]methylcarbamate (1.04 g, 2 mmol) and 5% palladium carbon (1.0 g) in ethanol (10 ml) and tetrahydrofuran (10 ml) was stirred under a hydrogen atmosphere at room temperature for 2 h. The catalyst was filtered off and the filtrate was concentrated under reduced pressure. The residue was purified by silica gel column chromatography to give tert-butyl[6-hydroxy-2-isobutyl-1-oxo-4-(2-thienyl)-1,2-dihydr... Starting materials: [Br-], CCOC(=O)C[P+](c1ccccc1)(c1ccccc1)c1ccccc1, ClCCl, [Na+], [OH-], O. The product is CCOC(=O)C=P(c1ccccc1)(c1ccccc1)c1ccccc1. RXN SMILES: [Br-:1].[CH2:2]([CH3:3])[O:4][C:5](=[O:6])[CH2:7][P+:8]([c:9]1[cH:10][cH:11][cH:12][cH:13][cH:14]1)([c:15]1[cH:16][cH:17][cH:18][cH:19][cH:20]1)[c:21]1[cH:22][cH:23][cH:24][cH:25][cH:26]1.[Cl:27][CH2:28][Cl:29].[Na+:31].[OH-:30].[OH2:32]>>[CH2:2]([CH3:3])[O:4][C:5](=[O:6])[CH:7]=[P:8]([c:9]1[cH:10][cH:11][cH:12][cH:13][cH:14]1)([c:15]1[cH:16][cH:17][cH:18][cH:19][cH:20]1)[c:21]1[cH:22][cH:23][cH:24][cH:25][cH:26]1.